Dataset: the Open Reaction Database (ORD), a public repository of structured organic reaction records. Task: describe an organic reaction: reactants, conditions, products, and yield Starting materials: C(C)OC(=O)C=1C=NN(C1C)C=1C(=NC=C(C1)Br)Cl (1-(5-bromo-2-chloropyridin-3-yl)-5-methyl-1H-pyrazole-4-carboxylic acid ethyl ester), C([O-])([O-])=O.[Na+].[Na+] (sodium carbonate), [Cl-].[NH4+] (ammonium chloride), C(=C)B1OC(C)(C)C(C)(C)O1 (vinylboronic acid pinacol ester), aqueous solution. Reagents/catalysts: C=1C=CC(=CC1)[P](C=2C=CC=CC2)(C=3C=CC=CC3)[Pd]([P](C=4C=CC=CC4)(C=5C=CC=CC5)C=6C=CC=CC6)([P](C=7C=CC=CC7)(C=8C=CC=CC8)C=9C=CC=CC9)[P](C=1C=CC=CC1)(C=1C=CC=CC1)C=1C=CC=CC1 (tetrakis(triphenylphosphine)palladium). The solvent is O1CCCC1 (Tetrahydrofuran), C(C)(=O)OCC (ethyl acetate). Run at temperature 90 celsius, time 4 hour. Product: C(C)OC(=O)C=1C=NN(C1C)C=1C(=NC=C(C1)C=C)Cl (1-(2-chloro-5-vinylpyridin-3-yl)-5-methyl-1H-pyrazole-4-carboxylic acid ethyl ester). Yield: 72.4%. Reaction SMILES: [CH2:1]([O:3][C:4]([C:6]1[CH:7]=[N:8][N:9]([C:12]2[C:13]([Cl:19])=[N:14][CH:15]=[C:16](Br)[CH:17]=2)[C:10]=1[CH3:11])=[O:5])[CH3:2].[CH:20](B1OC(C)(C)C(C)(C)O1)=[CH2:21].C(=O)([O-])[O-].[Na+].[Na+].[Cl-].[NH4+]>C1C=CC([P]([Pd]([P](C2C=CC=CC=2)(C2C=CC=CC=2)C2C=CC=CC=2)([P](C2C=CC=CC=2)(C2C=CC=CC=2)C2C=CC=CC=2)[P](C2C=CC=CC=2)(C2C=CC=CC=2)C2C=CC=CC=2)(C2C=CC=CC=2)C2C=CC=CC=2)=CC=1.C(OCC)(=O)C.O1CCCC1>[CH2:1]([O:3][C:4]([C:6]1[CH:7]=[N:8][N:9]([C:12]2[C:13]([Cl:19])=[N:14][CH:15]=[C:16]([CH:20]=[CH2:21])[CH:17]=2)[C:10]=1[CH3:11])=[O:5])[CH3:2] |f:2.3.4,5.6,^1:42,44,63,82|. Procedure: Tetrahydrofuran (75 ml) was added to 1-(5-bromo-2-chloropyridin-3-yl)-5-methyl-1H-pyrazole-4-carboxylic acid ethyl ester (3 g) described in Reference Example 29, vinylboronic acid pinacol ester (2.01 g), tetrakis(triphenylphosphine)palladium (504 mg) and 2M aqueous solution of sodium carbonate (15.2 ml) and stirred at 90° C. for 4 hours. The reaction solution was cooled to 0° C., and a saturated aqueous solution of ammonium chloride and ethyl acetate were added therein. The organic layer was sep... Starting materials: [Br-], CC[Mg+], CCBr, C#CCN(CC)CC, CCOC(C)=O, O=Cc1ccccc1, [Mg], C1CCOC1, O. The product is CCN(CC)CC#CC(O)c1ccccc1. Reaction SMILES: [Br-:1].[CH2:2]([Mg+:3])[CH3:4].[CH2:6]([Br:7])[CH3:8].[CH2:9]([CH3:10])[N:11]([CH2:12][CH3:13])[CH2:14][C:15]#[CH:16].[CH3:30][CH2:31][O:32][C:33](=[O:34])[CH3:35].[CH:17](=[O:18])[c:19]1[cH:20][cH:21][cH:22][cH:23][cH:24]1.[Mg:5].[O:25]1[CH2:26][CH2:27][CH2:28][CH2:29]1.[OH2:36]>>[CH2:9]([CH3:10])[N:11]([CH2:12][CH3:13])[CH2:14][C:15]#[C:16][CH:17]([OH:18])[c:19]1[cH:20][cH:21][cH:22][cH:23][cH:24]1. The reactants are C(#N)CCCSC(NCC1=CC=C(C=C1)Cl)=S (3-cyanopropyl(p-chlorobenzyl)dithiocarbamate), Cl (hydrochloric acid), O (water). Yields the product C(N)(=O)CCCSC(NCC1=CC=C(C=C1)Cl)=S (3-carbamoylpropyl(p-chlorobenzyl)dithiocarbamate). Reaction SMILES: [C:1]([CH2:3][CH2:4][CH2:5][S:6][C:7](=[S:17])[NH:8][CH2:9][C:10]1[CH:15]=[CH:14][C:13]([Cl:16])=[CH:12][CH:11]=1)#[N:2].Cl.[OH2:19]>>[C:1]([CH2:3][CH2:4][CH2:5][S:6][C:7](=[S:17])[NH:8][CH2:9][C:10]1[CH:11]=[CH:12][C:13]([Cl:16])=[CH:14][CH:15]=1)(=[O:19])[NH2:2]. Procedure: 29.2 G. of 3-cyanopropyl(p-chlorobenzyl)dithiocarbamate were suspended in 150 ml. of concentrated hydrochloric acid and stirred at room temperature for 2 hours. The mixture was diluted with water and extracted with ethyl acetate. After washing, drying and concentration of the ethyl acetate phases, 18.1 g. of 3-carbamoylpropyl)p-chlorobenzyl)dithiocarbamate were crystallized from ethyl acetate/diisopropyl ether; melting point 123°-125° C. Starting materials: C1(CCCC1)C(=O)N[C@@H](CC1=CC=CC=C1)C(=O)N[C@@H](CC(C)C)C(=O)N[C@H](C(O)P(=O)(OC)OC)CC1CCCCC1 ((Cyclopentylcarbonyl)-L-phenylalanyl-N-[(1S)-1-(cyclohexylmethyl)-2-(dimethoxyphosphinyl)-2-hydroxyethyl]-L-leucinamide), C(CCC1=CC=CC=C1)(=O)O (hydrocinnamic acid), O.OC1=CC=CC=2NN=NC21 (Hydroxybenzotriazole hydrate), C(C)(C)N(C(C)C)CC (N,N-diisopropylethylamine), Cl.CN(CCCN=C=NCC)C (1-(3-dimethylaminopropyl)-3-ethylcarbodiimide hydrochloride), C(C)(C)N(C(C)C)CC (N,N-diisopropylethylamine). Solvent: C(C)#N (acetonitrile). Run at temperature 0 celsius, time 64 hour. Yields the product O=C(CCC1=CC=CC=C1)N[C@@H](CC(C)C)C(=O)N[C@H]([C@H](O)P(=O)(OC)OC)CC1CCCCC1 ((1-Oxo-3-phenylpropyl)-N-[(1S,2R)-1-(cyclohexylmethyl)-2-(dimethoxyphosphinyl)-2-hydroxyethyl]-L-leucinamide). Isolated yield 33.1%. RXN SMILES: C1(C(N[C@H:9]([C:17]([NH:19][C@H:20]([C:25]([NH:27][C@@H:28]([CH2:37][CH:38]2[CH2:43][CH2:42][CH2:41][CH2:40][CH2:39]2)[CH:29]([P:31]([O:35][CH3:36])([O:33][CH3:34])=[O:32])[OH:30])=[O:26])[CH2:21][CH:22]([CH3:24])[CH3:23])=[O:18])[CH2:10][C:11]2[CH:16]=[CH:15][CH:14]=[CH:13][CH:12]=2)=O)CCCC1.C(O)(=O)CCC1C=CC=CC=1.O.OC1C2N=NNC=2C=CC=1.C(N(CC)C(C)C)(C)C.Cl.CN(C)CCCN=C=NCC>C(#N)C>[O:18]=[C:17]([NH:19][C@H:20]([C:25]([NH:27][C@@H:28]([CH2:37][CH:38]1[CH2:39][CH2:40][CH2:41][CH2:42][CH2:43]1)[C@@H:29]([P:31]([O:35][CH3:36])([O:33][CH3:34])=[O:32])[OH:30])=[O:26])[CH2:21][CH:22]([CH3:24])[CH3:23])[CH2:9][CH2:10][C:11]1[CH:16]=[CH:15][CH:14]=[CH:13][CH:12]=1 |f:2.3,5.6|. Procedure details: The title A compound of Example 5 (622.2 mg, 1.5 mmol) was added to a solution of hydrocinnamic acid (225.3 mg, 1.5 mmol) in acetonitrile (7.5 mL) and cooled to 0° C. Hydroxybenzotriazole hydrate (229.5 mg, 1.5 mmol), N,N-diisopropylethylamine (287 μl, 1.65 mmol) and 1-(3-dimethylaminopropyl)-3-ethylcarbodiimide hydrochloride were added sequentially. After 64 hours at 0° C., additional N,N-diisopropylethylamine (52 μl, 0.3 mmol) was added and the reaction was allowed to proceed for 24 hours at 2... The reactants are C1(=CC=CC=C1)B(O)O (phenylboronic acid), N1CCCCCC1 (azepane), O.O=CC(=O)O (2-oxoacetic acid hydrate). Run in C(Cl)Cl (DCM). Conditions: time 8 hour. Product: N1(CCCCCC1)C(C(=O)O)C1=CC=CC=C1 (2-(azepan-1-yl)-2-phenylacetic acid). Yield: 62.2%. RXN SMILES: [C:1]1(B(O)O)[CH:6]=[CH:5][CH:4]=[CH:3][CH:2]=1.[NH:10]1[CH2:16][CH2:15][CH2:14][CH2:13][CH2:12][CH2:11]1.O.O=[CH:19][C:20]([OH:22])=[O:21]>C(Cl)Cl>[N:10]1([CH:19]([C:1]2[CH:6]=[CH:5][CH:4]=[CH:3][CH:2]=2)[C:20]([OH:22])=[O:21])[CH2:16][CH2:15][CH2:14][CH2:13][CH2:12][CH2:11]1 |f:2.3|. Procedure: A mixture of phenylboronic acid (400 mg, 3.28 mmol), azepane (0.37 ml, 3.28 mmol) and 2-oxoacetic acid hydrate (302 mg, 3.28 mmol) dissolved in DCM (30 ml) was stirred at room temperature overnight. DCM was removed under vacuum and the crude was purified by flash chromatography (DCM/MeOH=8/2) to obtain the title compound (476 mg, 62.2% yield) as a white solid. Reactants: Cl.C(CCCCCCCCCCC)OC1=CC=C(C(C)N)C=C1 (p-dodecyloxy-α-methylbenzylamine hydrochloride), Cl.CC(C1=CC=C(C=C1)CCC1=CC=CC=C1)N (α-methyl-p-phenyethylbenzylamine hydrochloride). Yields the product Cl.C(CCCCCCCCCCC)OC1=CC=C(C(C)N=C2NCCCCC2)C=C1 (2-(p-dodecyloxy-α-methylbenzylimino)hexahydroazepine hydrochloride). As a reaction SMILES: [ClH:1].[CH2:2]([O:14][C:15]1[CH:23]=[CH:22][C:18]([CH:19]([NH2:21])[CH3:20])=[CH:17][CH:16]=1)[CH2:3][CH2:4][CH2:5][CH2:6][CH2:7][CH2:8][CH2:9][CH2:10][CH2:11][CH2:12][CH3:13].Cl.C[CH:26]([NH2:41])[C:27]1C=[CH:31][C:30](CCC2C=CC=CC=2)=[CH:29][CH:28]=1>>[ClH:1].[CH2:2]([O:14][C:15]1[CH:16]=[CH:17][C:18]([CH:19]([N:21]=[C:26]2[CH2:27][CH2:28][CH2:29][CH2:30][CH2:31][NH:41]2)[CH3:20])=[CH:22][CH:23]=1)[CH2:3][CH2:4][CH2:5][CH2:6][CH2:7][CH2:8][CH2:9][CH2:10][CH2:11][CH2:12][CH3:13] |f:0.1,2.3,4.5|. Reported procedure: Following essentially the same procedure described in Example 7 above and substituting p-dodecyloxy-α-methylbenzylamine hydrochloride for the α-methyl-p-phenyethylbenzylamine hydrochloride above, results in the formation of 2-(p-dodecyloxy-α-methylbenzylimino)hexahydroazepine hydrochloride having a M.P. of 186°-8° C (dec.).